From a dataset of the Open Reaction Database (ORD), a public repository of structured organic reaction records. describe an organic reaction: reactants, conditions, products, and yield Reactants: BrC1=NC=C(C=C1)CN1C(NCC1)=C[N+](=O)[O-] (1-(2-bromo-5-pyridylmethyl)-2-(nitromethylene)imidazolidine), FC(CO)(F)F (2,2,2-Trifluoroethanol), [H-].[Na+] (sodium hydride), [Na] (sodium), FC(CO)(F)F (2,2,2-trifluoroethanol). The solvent is C1(=CC=CC=C1)C (toluene). Conditions: temperature 80 celsius. The product is FC(COC1=NC=C(C=C1)CN1C(NCC1)=C[N+](=O)[O-])(F)F (1-[2-(2,2,2-trifluoroethoxy)-5-pyridylmethyl]-2-(nitromethylene)-imidazolidine). Reaction SMILES: [F:1][C:2]([F:6])([F:5])[CH2:3][OH:4].[H-].[Na+].[Na].Br[C:11]1[CH:16]=[CH:15][C:14]([CH2:17][N:18]2[CH2:22][CH2:21][NH:20][C:19]2=[CH:23][N+:24]([O-:26])=[O:25])=[CH:13][N:12]=1>C1(C)C=CC=CC=1>[F:1][C:2]([F:6])([F:5])[CH2:3][O:4][C:11]1[CH:16]=[CH:15][C:14]([CH2:17][N:18]2[CH2:22][CH2:21][NH:20][C:19]2=[CH:23][N+:24]([O-:26])=[O:25])=[CH:13][N:12]=1 |f:1.2,^1:8|. Procedure details: 2,2,2-Trifluoroethanol (3.6 g) was dissolved in toluene (20 ml), and sodium hydride (0.7 g) was added to prepare a sodium salt of 2,2,2-trifluoroethanol. Then, 3 g of 1-(2-bromo-5-pyridylmethyl)-2-(nitromethylene)imidazolidine (the known compound described in Japanese Patent Application No. 132,943/1984) was added, and the mixture was heated at 80° C. for 8 hours. Toluene was distilled off under reduced pressure, and the residue was poured into 20 ml of ice water and then neutralized. The aqueou... The solvent is C1=CC=CC=C1 (benzene). Reported procedure: A 125 ml round bottom flask equipped with a Dean-Stark trap was charged with 10 g of 1,2-dodecanediol, 7.1 g of diethyl carbonate and 50 ml of benzene. The solution was stirred until homogeneous and then 50 mg of 60% NaH was added. The reaction mixture was refluxed for 6 hours and then concentrated to afford 12.2 g of oil. This was taken up in 100 ml of pet. ether and allowed to crystallize in freezer whereupon 1.1 g of starting diol was recovered. Concentration of the filtrate gave 9.53 g (89.6... The yield is 108.1%. Reactants: C(C(CCCCCCCCCC)O)O (1,2-dodecanediol), C(OCC)(OCC)=O (diethyl carbonate). The reagents and catalysts are [H-].[Na+] (NaH). RXN SMILES: [CH2:1]([OH:14])[CH:2]([OH:13])[CH2:3][CH2:4][CH2:5][CH2:6][CH2:7][CH2:8][CH2:9][CH2:10][CH2:11][CH3:12].[C:15](=O)(OCC)[O:16]CC>[H-].[Na+].C1C=CC=CC=1>[CH2:3]([CH:2]1[CH2:1][O:14][C:15](=[O:16])[O:13]1)[CH2:4][CH2:5][CH2:6][CH2:7][CH2:8][CH2:9][CH2:10][CH2:11][CH3:12] |f:2.3|. Yields the product C(CCCCCCCCC)C1OC(OC1)=O (4-decyl-1,3-dioxolan-2-one). Starting materials: ClC1=NC=CC(=N1)NC1=CC(=NN1)C1CC1 (2-Chloro-N-(3-cyclopropyl-1H-pyrazol-5-yl)pyrimidin-4-amine), O1C(CCCC1)N1C=NC2=C1C=CC(=C2)CN ((1-(tetrahydro-2H-pyran-2-yl)-1H-benzo[d]imidazol-5-yl)methanamine), CCN(C(C)C)C(C)C (DIPEA). Solvent: CCO (EtOH). Reaction conditions: temperature 120 celsius. The product is C1(CC1)C1=CC(=NN1)NC1=NC(=NC=C1)NCC1=CC2=C(N(C=N2)C2OCCCC2)C=C1 (N4-(5-cyclopropyl-1H-pyrazol-3-yl)-N2-((1-(tetrahydro-2H-pyran-2-yl)-1H-benzo[d]imidazol-5-yl)methyl)pyrimidine-2,4-diamine). The yield is 81.3%. RXN SMILES: Cl[C:2]1[N:7]=[C:6]([NH:8][C:9]2[NH:13][N:12]=[C:11]([CH:14]3[CH2:16][CH2:15]3)[CH:10]=2)[CH:5]=[CH:4][N:3]=1.[O:17]1[CH2:22][CH2:21][CH2:20][CH2:19][CH:18]1[N:23]1[C:27]2[CH:28]=[CH:29][C:30]([CH2:32][NH2:33])=[CH:31][C:26]=2[N:25]=[CH:24]1.CCN(C(C)C)C(C)C>CCO>[CH:14]1([C:11]2[NH:12][N:13]=[C:9]([NH:8][C:6]3[CH:5]=[CH:4][N:3]=[C:2]([NH:33][CH2:32][C:30]4[CH:29]=[CH:28][C:27]5[N:23]([CH:18]6[CH2:19][CH2:20][CH2:21][CH2:22][O:17]6)[CH:24]=[N:25][C:26]=5[CH:31]=4)[N:7]=3)[CH:10]=2)[CH2:16][CH2:15]1. Procedure details: A microwave vial was charged with 53 (750 mg, 3.20 mmol), 28 (740 mg, 3.20 mmol), DIPEA (2.0 mL) and EtOH (10.0 mL), sealed and heated at 120° C. for 18 h. The reaction mixture was concentrated in vacuo and purified by SiO2 chromatography eluting with DCM:MeOH (8:1) to afford 1.12 g (81%) of N4-(5-cyclopropyl-1H-pyrazol-3-yl)-N2-((1-(tetrahydro-2H-pyran-2-yl)-1H-benzo[d]imidazol-5-yl)methyl)pyrimidine-2,4-diamine (32) as white solid: MS (ESI) m/z=431.2 [M+1]+. Starting materials: COC(=O)C1=C(NC(=C(C1C1=CC(=CC=C1)[N+](=O)[O-])C(=O)O)C)C (3-methoxycarbonyl-2,6-dimethyl-4-(m-nitrophenyl)-1,4-dihydropyridine-5-carboxylic acid), OCCN(CC1=CC=CC=C1)C (N-(2-hydroxyethyl)-N-benzyl-methylamine), C1(CCCCC1)N=C=NC1CCCCC1 (N,N'-dicyclohexylcarbodiimide), C(Cl)(Cl)Cl (chloroform). The product is title compound, Cl.CC=1NC(=C(C(C1C(=O)OCCN(C)CC1=CC=CC=C1)C1=CC(=CC=C1)[N+](=O)[O-])C(=O)OC)C (2-(N-benzyl-N-methylamino)ethyl methyl 2,6-dimethyl-4-(m-nitrophenyl)-1,4-dihydropyridine-3,5-dicarboxylate hydrochloride). Procedure details: A mixture of 3-methoxycarbonyl-2,6-dimethyl-4-(m-nitrophenyl)-1,4-dihydropyridine-5-carboxylic acid (3.32 g, 0.01 mole), N-(2-hydroxyethyl)-N-benzyl-methylamine (4.98 g) and N,N'-dicyclohexylcarbodiimide (DCC) (2.05 g) is stirred at 60°-80° C. for 1 hour. To the reaction mixture chloroform (16 ml) is added and the mixture is washed with water (3×50 ml). Then the organic layer is washed with a 10% aqueous solution of HCl (16 ml) and water (3×10 ml). The organic layer is dried with anhydrous Na2SO... Run at time 1 hour. Yield: 85.4%. RXN SMILES: [CH3:1][O:2][C:3]([C:5]1[CH:10]([C:11]2[CH:16]=[CH:15][CH:14]=[C:13]([N+:17]([O-:19])=[O:18])[CH:12]=2)[C:9]([C:20]([OH:22])=[O:21])=[C:8]([CH3:23])[NH:7][C:6]=1[CH3:24])=[O:4].O[CH2:26][CH2:27][N:28]([CH3:36])[CH2:29][C:30]1[CH:35]=[CH:34][CH:33]=[CH:32][CH:31]=1.C1(N=C=NC2CCCCC2)CCCCC1.C(Cl)(Cl)[Cl:53]>>[ClH:53].[CH3:23][C:8]1[NH:7][C:6]([CH3:24])=[C:5]([C:3]([O:2][CH3:1])=[O:4])[CH:10]([C:11]2[CH:16]=[CH:15][CH:14]=[C:13]([N+:17]([O-:19])=[O:18])[CH:12]=2)[C:9]=1[C:20]([O:22][CH2:26][CH2:27][N:28]([CH2:29][C:30]1[CH:35]=[CH:34][CH:33]=[CH:32][CH:31]=1)[CH3:36])=[O:21] |f:4.5|. Reactants: C=CCBr, Cc1cc2ccc(=O)oc2cc1O, CC(C)=O, [K+], [K+], O=C([O-])[O-]. Product: C=CCOc1cc2oc(=O)ccc2cc1C. RXN SMILES: [CH2:20]([CH:21]=[CH2:22])[Br:23].[CH3:1][c:2]1[cH:3][c:4]2[cH:5][cH:6][c:7](=[O:13])[o:8][c:9]2[cH:10][c:11]1[OH:12].[CH3:24][C:25](=[O:26])[CH3:27].[K+:14].[K+:15].[O-:16][C:17]([O-:18])=[O:19]>>[CH3:1][c:2]1[cH:3][c:4]2[cH:5][cH:6][c:7](=[O:13])[o:8][c:9]2[cH:10][c:11]1[O:12][CH2:22][CH:21]=[CH2:20].